This data is from the Open Reaction Database (ORD), a public repository of structured organic reaction records. The task is: describe an organic reaction: reactants, conditions, products, and yield Reactants: CC1=NC(=CC(=C1)C1=CC=C2C(C(=CN(C2=C1)CC)C(=O)O)=O)C (7-(2,6-dimethyl-4-pyridinyl)-1-ethyl-1,4-dihydro-4-oxo-3-quinolinecarboxylic acid), [N+](=O)(O)[O-] (HNO3), [NH4+].[OH-] (NH4OH), ice water. The solvent is OS(=O)(=O)O (H2SO4), OS(=O)(=O)O (H2SO4). Conditions: time 20 minute. Yields the product C(C)N1C=C(C(C2=CC(=C(C=C12)C1=CC(=NC(=C1)C)C)[N+](=O)[O-])=O)C(=O)O (1-ethyl-1,4-dihydro-7-(2,6-dimethyl-4-pyridinyl)-6-nitro-4-oxo-3-quinolinecarboxylic acid). RXN SMILES: [CH3:1][C:2]1[CH:7]=[C:6]([C:8]2[CH:17]=[C:16]3[C:11]([C:12](=[O:23])[C:13]([C:20]([OH:22])=[O:21])=[CH:14][N:15]3[CH2:18][CH3:19])=[CH:10][CH:9]=2)[CH:5]=[C:4]([CH3:24])[N:3]=1.[N+:25]([O-])([OH:27])=[O:26].[NH4+].[OH-]>OS(O)(=O)=O>[CH2:18]([N:15]1[C:16]2[C:11](=[CH:10][C:9]([N+:25]([O-:27])=[O:26])=[C:8]([C:6]3[CH:5]=[C:4]([CH3:24])[N:3]=[C:2]([CH3:1])[CH:7]=3)[CH:17]=2)[C:12](=[O:23])[C:13]([C:20]([OH:22])=[O:21])=[CH:14]1)[CH3:19] |f:2.3|. Procedure: To a stirred solution containing 200 g. of 7-(2,6-dimethyl-4-pyridinyl)-1-ethyl-1,4-dihydro-4-oxo-3-quinolinecarboxylic acid in 440 ml of 95-98% H2SO4 was added a solution of 80 ml of 90% HNO3 in 80 ml of 95-98% H2SO4 over a period of one hour. The resulting solution was stirred at room temperature for an additional 20 minutes, then heated on a steam bath for 8 hours. The reaction mixture was allowed to stand at room temperature overnight and then poured into 6000 ml of ice water. The precipitat... Starting materials: CCO, CCOC(C)=O, CC(=O)OCCOc1ccc2c(c1)C(=CCCN1CCC(O)(c3ccc(Cl)cc3)C(C)(C)C1)c1cccnc1CO2, [Na+], [OH-], O. Yields the product CC1(C)CN(CCC=C2c3cc(OCCO)ccc3OCc3ncccc32)CCC1(O)c1ccc(Cl)cc1. As a reaction SMILES: [CH3:44][CH2:45][OH:46].[CH3:48][CH2:49][O:50][C:51](=[O:52])[CH3:53].[Cl:1][c:2]1[cH:3][cH:4][c:5]([C:8]2([OH:41])[C:9]([CH3:39])([CH3:40])[CH2:10][N:11]([CH2:14][CH2:15][CH:16]=[C:17]3[c:18]4[c:19]([cH:28][cH:29][c:30]([O:32][CH2:33][CH2:34][O:35][C:36](=[O:37])[CH3:38])[cH:31]4)[O:20][CH2:21][c:22]4[c:23]3[cH:24][cH:25][cH:26][n:27]4)[CH2:12][CH2:13]2)[cH:6][cH:7]1.[Na+:43].[OH-:42].[OH2:47]>>[Cl:1][c:2]1[cH:3][cH:4][c:5]([C:8]2([OH:41])[C:9]([CH3:39])([CH3:40])[CH2:10][N:11]([CH2:14][CH2:15][CH:16]=[C:17]3[c:18]4[c:19]([cH:28][cH:29][c:30]([O:32][CH2:33][CH2:34][OH:35])[cH:31]4)[O:20][CH2:21][c:22]4[c:23]3[cH:24][cH:25][cH:26][n:27]4)[CH2:12][CH2:13]2)[cH:6][cH:7]1.